From a dataset of the Open Reaction Database (ORD), a public repository of structured organic reaction records. describe an organic reaction: reactants, conditions, products, and yield The reactants are C1=CC=C(C=C1)P(C2=CC=CC=C2)C3=CC=CC=C3 (PPh3), CC(=O)[O-].[K+] (KOAc), BrC1=NC(=CC=C1OCCC=C)Br (2,6-dibromo-3-(but-3-enyloxy) pyridine). The reagents and catalysts are [N+](CC)(CC)(CC)CC.[Cl-] (Et4NCl), CC(=O)[O-].CC(=O)[O-].[Pd+2] (Pd(OAc)2). The solvent is CN(C)C=O (DMF), CCOC(=O)C (EtOAc). Reaction conditions: temperature 105 celsius. Product: BrC1=CC=C2C(=N1)C(CCO2)=C (6-bromo-4-methylene-2,3-dihydropyrano[3,2-b]pyridine). RXN SMILES: C1C=CC(P(C2C=CC=CC=2)C2C=CC=CC=2)=CC=1.CC([O-])=O.[K+].Br[C:26]1[C:31]([O:32][CH2:33][CH2:34][CH:35]=[CH2:36])=[CH:30][CH:29]=[C:28]([Br:37])[N:27]=1>[N+](CC)(CC)(CC)CC.[Cl-].CN(C=O)C.CCOC(C)=O.CC([O-])=O.CC([O-])=O.[Pd+2]>[Br:37][C:28]1[N:27]=[C:26]2[C:35](=[CH2:36])[CH2:34][CH2:33][O:32][C:31]2=[CH:30][CH:29]=1 |f:1.2,4.5,8.9.10|. Procedure: To a stirred mixture of PPh3(67.6 g, 0.258 mol), KOAc (42 g, 0.43 mol), Pd(OAc)2 (1.94 g, 8.6 mmol) and Et4NCl (28.6 g, 0.172 mmol), was added 2,6-dibromo-3-(but-3-enyloxy) pyridine (26.4 g, 0.086 mol) in anhydrous DMF (300 ml). The mixture was heated at 105° C. overnight. After cooling to rt, the mixture was dissolved in EtOAc, washed with water and brine, dried over Na2SO4, and concentrated in vacuo. The crude product was purified by silica gel chromatography (petroleum) to afford the title co... The reactants are C([O-])([O-])=O.[Na+].[Na+] (sodium carbonate), C(C=1C(N)=CC=CC1)(=O)O (Anthranilic acid), S(O)(O)(=O)=O (sulfuric acid). Product: [Na][Na] (disodium), NC1=C(C(=O)O)C=C(C=C1)S(=O)(=O)O (2-amino-5-sulfobenzoic Acid). RXN SMILES: [C:1]([OH:10])(=[O:9])[C:2]1[C:3](=[CH:5][CH:6]=[CH:7][CH:8]=1)[NH2:4].[S:11](=O)(=[O:14])([OH:13])[OH:12].C(=O)([O-])[O-].[Na+:20].[Na+:21]>>[Na:20][Na:21].[NH2:4][C:3]1[CH:5]=[CH:6][C:7]([S:11]([OH:14])(=[O:13])=[O:12])=[CH:8][C:2]=1[C:1]([OH:10])=[O:9] |f:2.3.4|. Procedure: Anthranilic acid is heated with concentrated sulfuric acid to 180° C. for 1 hour, after which the acid is neutralized with sodium carbonate solution. Evaporation of the water yields the disodium salt of the title compound. Structural verification was obtained by carbon magnetic resonance, proton magnetic resonance and infra-red analysis. Reactants: ClCC=1C=2N(C=CC1)C(=C(N2)C)C (8-chloromethyl-2,3-dimethylimidazo[1,2-a]pyridine), CC1=C(N)C(=CC=C1)C (2,6-dimethylaniline), C([O-])([O-])=O.[Na+].[Na+] (sodium carbonate), [I-].[Na+] (sodium iodide). Solvent: CC(=O)C (acetone), C(Cl)Cl (Methylene chloride). Product: Cl.CC=1N=C2N(C=CC=C2CNC2=C(C=CC=C2C)C)C1C (N-((2,3-dimethylimidazo[1,2-a]pyridin-8-yl)methyl)-2,6-dimethylaniline Hydrochloride). Reaction SMILES: [Cl:1][CH2:2][C:3]1[C:4]2[N:5]([C:9]([CH3:13])=[C:10]([CH3:12])[N:11]=2)[CH:6]=[CH:7][CH:8]=1.[CH3:14][C:15]1[CH:21]=[CH:20][CH:19]=[C:18]([CH3:22])[C:16]=1[NH2:17].C(=O)([O-])[O-].[Na+].[Na+].[I-].[Na+]>CC(C)=O.C(Cl)Cl>[ClH:1].[CH3:12][C:10]1[N:11]=[C:4]2[C:3]([CH2:2][NH:17][C:16]3[C:18]([CH3:22])=[CH:19][CH:20]=[CH:21][C:15]=3[CH3:14])=[CH:8][CH:7]=[CH:6][N:5]2[C:9]=1[CH3:13] |f:2.3.4,5.6,9.10|. Reported procedure: 8-chloromethyl-2,3-dimethylimidazo[1,2-a]pyridine (0.06 g, 0.31 mmol), 2,6-dimethylaniline (0.039 g, 0.32 mmol), sodium carbonate (0.15 g, 1.4 mmol) and sodium iodide (0.06 g, 0.4 mmol) in acetone (3 ml) was stirred for 20 h. at room temperature. Methylene chloride was added and the solids were isolated by filtration and the solvents were evaporated under reduced pressure. The residue was purified by column chromatography on silica gel using methylene chloride:methanol (2:1). The oily product wa... The reactants are BrCC1=C(C(=O)OCC)C=CN=C1Cl (ethyl 3-(bromomethyl)-2-chloroisonicotinate), Cl.ClC=1C=C(C=CC1OC(F)(F)F)C(C)N (1-(3-chloro-4-(trifluoromethoxy)phenyl)ethanamine hydrochloride). The product is ClC1=NC=CC2=C1CN(C2=O)C(C)C2=CC(=C(C=C2)OC(F)(F)F)Cl (4-chloro-2-(1-(3-chloro-4-(trifluoromethoxy)phenyl)ethyl)-2,3-dihydro-1H-pyrrolo[3,4-c]pyridin-1-one). The yield is 60.0%. As a reaction SMILES: Br[CH2:2][C:3]1[C:13]([Cl:14])=[N:12][CH:11]=[CH:10][C:4]=1[C:5]([O:7]CC)=O.Cl.[Cl:16][C:17]1[CH:18]=[C:19]([CH:28]([NH2:30])[CH3:29])[CH:20]=[CH:21][C:22]=1[O:23][C:24]([F:27])([F:26])[F:25]>>[Cl:14][C:13]1[C:3]2[CH2:2][N:30]([CH:28]([C:19]3[CH:20]=[CH:21][C:22]([O:23][C:24]([F:25])([F:26])[F:27])=[C:17]([Cl:16])[CH:18]=3)[CH3:29])[C:5](=[O:7])[C:4]=2[CH:10]=[CH:11][N:12]=1 |f:1.2|. Reported procedure: The title compound is prepared in 60% yield (513 mg, pale yellow solid) from ethyl 3-(bromomethyl)-2-chloroisonicotinate (666 mg, 2.39 mmol, Step-1 of Intermediate-1) and 1-(3-chloro-4-(trifluoromethoxy)phenyl)ethanamine hydrochloride (600 mg, 2.17 mmol, Amine-83, single enantiomer) in a similar manner to Intermediate-2. The reactants are CCOC(C)=O, CCCCCC, CCO, Cl, NOCc1ccc([N+](=O)[O-])cc1, CCC(=O)c1cc(O)c(OC)cc1I, c1ccncc1. Reaction SMILES: [C:40]([O:41][CH2:42][CH3:43])(=[O:44])[CH3:45].[CH3:34][CH2:35][CH2:36][CH2:37][CH2:38][CH3:39].[CH3:46][CH2:47][OH:48].[ClH:15].[N+:16](=[O:17])([O-:18])[c:19]1[cH:20][cH:21][c:22]([CH2:23][O:24][NH2:25])[cH:26][cH:27]1.[OH:1][c:2]1[c:3]([O:13][CH3:14])[cH:4][c:5]([I:12])[c:6]([C:8]([CH2:9][CH3:10])=[O:11])[cH:7]1.[cH:28]1[cH:29][cH:30][n:31][cH:32][cH:33]1>>[OH:1][c:2]1[c:3]([O:13][CH3:14])[cH:4][c:5]([I:12])[c:6]([C:8]([CH2:9][CH3:10])=[N:25][O:24][CH2:23][c:22]2[cH:21][cH:20][c:19]([N+:16](=[O:17])[O-:18])[cH:27][cH:26]2)[cH:7]1. Product: CCC(=NOCc1ccc([N+](=O)[O-])cc1)c1cc(O)c(OC)cc1I. Reactants: C(C)(C)(C)OC(=O)C=1C(=CC=CC1)C1=CC(=C(C=C1)CN1C(=NC(=C1C=O)Br)OCC)F (4′-(4-Bromo-2-ethoxy-5-formylimidazol-1-ylmethyl)-3′-fluorobiphenyl-2-carboxylic acid t-butyl ester), COCCOC (1,2-dimethoxyethane), O (Water), B1(OB(OB(O1)C=C)C=C)C=C.C1=CC=NC=C1 (2,4,6-trivinylcyclotriboroxane pyridine complex), C([O-])([O-])=O.[K+].[K+] (potassium carbonate). Reagents/catalysts: C=1C=CC(=CC1)[P](C=2C=CC=CC2)(C=3C=CC=CC3)[Pd]([P](C=4C=CC=CC4)(C=5C=CC=CC5)C=6C=CC=CC6)([P](C=7C=CC=CC7)(C=8C=CC=CC8)C=9C=CC=CC9)[P](C=1C=CC=CC1)(C=1C=CC=CC1)C=1C=CC=CC1 (Tetrakis(triphenylphosphine)palladium(0)). The solvent is CCOC(=O)C (EtOAc). Reaction conditions: temperature 90 celsius, time 20 minute. Product: C(C)(C)(C)OC(=O)C=1C(=CC=CC1)C1=CC(=C(C=C1)CN1C(=NC(=C1C=O)C=C)OCC)F (4′-(2-Ethoxy-5-formyl-4-vinylimidazol-1-ylmethyl)-3′-fluorobiphenyl-2-carboxylic acid t-butyl ester). Yield: 99.8%. As a reaction SMILES: [C:1]([O:5][C:6]([C:8]1[C:9]([C:14]2[CH:19]=[CH:18][C:17]([CH2:20][N:21]3[C:25]([CH:26]=[O:27])=[C:24](Br)[N:23]=[C:22]3[O:29][CH2:30][CH3:31])=[C:16]([F:32])[CH:15]=2)=[CH:10][CH:11]=[CH:12][CH:13]=1)=[O:7])([CH3:4])([CH3:3])[CH3:2].CO[CH2:35][CH2:36]OC.O.B1(C=C)OB(C=C)OB(C=C)O1.C1C=CN=CC=1.C(=O)([O-])[O-].[K+].[K+]>CCOC(C)=O.C1C=CC([P]([Pd]([P](C2C=CC=CC=2)(C2C=CC=CC=2)C2C=CC=CC=2)([P](C2C=CC=CC=2)(C2C=CC=CC=2)C2C=CC=CC=2)[P](C2C=CC=CC=2)(C2C=CC=CC=2)C2C=CC=CC=2)(C2C=CC=CC=2)C2C=CC=CC=2)=CC=1>[C:1]([O:5][C:6]([C:8]1[C:9]([C:14]2[CH:19]=[CH:18][C:17]([CH2:20][N:21]3[C:25]([CH:26]=[O:27])=[C:24]([CH:35]=[CH2:36])[N:23]=[C:22]3[O:29][CH2:30][CH3:31])=[C:16]([F:32])[CH:15]=2)=[CH:10][CH:11]=[CH:12][CH:13]=1)=[O:7])([CH3:4])([CH3:3])[CH3:2] |f:3.4,5.6.7,^1:73,75,94,113|. Procedure: Intermediate (15a) (11.0 g, 21.8 mmol) was dissolved in 1,2-dimethoxyethane (100 mL, 1 mol). Tetrakis(triphenylphosphine)palladium(0) (252 mg, 218 μmol) was added and the mixture was stirred under nitrogen for 20 minutes. Water (48 mL, 2.6 mol), 2,4,6-trivinylcyclotriboroxane pyridine complex (2.1 g, 8.7 mmol) and potassium carbonate (3.0 g, 21.8 mmol) were then added and the mixture was heated at 90° C. under nitrogen. After 2 hours, the mixture was cooled to room temperature, diluted with EtOA... Reactants: FC1=CC=C(C(=O)C2CCNCC2)C=C1 (4-(4-fluorobenzoyl)piperidine), O=CC[C@@H]1CC[C@H](CC1)NC(=O)C1=CC=NC2=CC=CC=C12 (Quinoline-4-carboxylic acid trans-[4-(2-oxo-ethyl)-cyclohexyl]-amide), C(C)(=O)O[BH-](OC(C)=O)OC(C)=O.[Na+] (Sodium triacetoxyborohydride). Run in 1,2-dichloromethane, CO (Methanol). Run at time 8 hour. Product: FC1=CC=C(C(=O)C2CCN(CC2)CC[C@@H]2CC[C@H](CC2)NC(=O)C2=CC=NC3=CC=CC=C23)C=C1 (Quinoline-4-carboxylic acid trans-(4-{2-[4-(4-fluoro-benzoyl)-piperidin-1-yl]-ethyl}-cyclohexyl)-amide). The yield is 96.8%. As a reaction SMILES: [F:1][C:2]1[CH:15]=[CH:14][C:5]([C:6]([CH:8]2[CH2:13][CH2:12][NH:11][CH2:10][CH2:9]2)=[O:7])=[CH:4][CH:3]=1.O=[CH:17][CH2:18][C@H:19]1[CH2:24][CH2:23][C@H:22]([NH:25][C:26]([C:28]2[C:37]3[C:32](=[CH:33][CH:34]=[CH:35][CH:36]=3)[N:31]=[CH:30][CH:29]=2)=[O:27])[CH2:21][CH2:20]1.C(O[BH-](OC(=O)C)OC(=O)C)(=O)C.[Na+]>CO>[F:1][C:2]1[CH:3]=[CH:4][C:5]([C:6]([CH:8]2[CH2:13][CH2:12][N:11]([CH2:17][CH2:18][C@H:19]3[CH2:24][CH2:23][C@H:22]([NH:25][C:26]([C:28]4[C:37]5[C:32](=[CH:33][CH:34]=[CH:35][CH:36]=5)[N:31]=[CH:30][CH:29]=4)=[O:27])[CH2:21][CH2:20]3)[CH2:10][CH2:9]2)=[O:7])=[CH:14][CH:15]=1 |f:2.3|. Reported procedure: 4-(4-fluorobenzoyl)piperidine (trifluoro-acetic acid salt) (0.020 g, 0.062 mmol) was solved in 1,2-dichloromethane (0.300 mL) and Quinoline-4-carboxylic acid trans-[4-(2-oxo-ethyl)-cyclohexyl]-amide (0.020 g, 0.067 mmol) was added. Methanol (0.200 mL) was added to the mixture and it was stirred overnight. Sodium triacetoxyborohydride (0.024, 0.11 mmol) was added to the clear solution that was stirred 10 hours at room temperature. The mixture was concentrated to dryness and the residue was taken ...